This data is from the Open Reaction Database (ORD), a public repository of structured organic reaction records. The task is: describe an organic reaction: reactants, conditions, products, and yield Starting materials: CCC1(OC(=O)OCc2ccccc2)C(=O)OCc2c1cc1n(c2=O)Cc2c-1nc1ccccc1c2CC[Si](C)(C)CCCOC(=O)c1ccco1, CCO, [H][H]. Product: CCC1(O)C(=O)OCc2c1cc1n(c2=O)Cc2c-1nc1ccccc1c2CC[Si](C)(C)CCCOC(=O)c1ccco1. Reaction SMILES: [CH2:1]([O:2][C:3](=[O:4])[O:11][C:12]1([CH2:51][CH3:52])[C:13](=[O:50])[O:14][CH2:15][c:16]2[c:17]1[cH:18][c:19]1[n:27]([c:28]2=[O:29])[CH2:26][c:25]2[c:20]-1[n:21][c:22]1[c:23]([c:24]2[CH2:30][CH2:31][Si:32]([CH2:33][CH2:34][CH2:35][O:36][C:37](=[O:38])[c:39]2[o:40][cH:41][cH:42][cH:43]2)([CH3:44])[CH3:45])[cH:46][cH:47][cH:48][cH:49]1)[c:5]1[cH:6][cH:7][cH:8][cH:9][cH:10]1.[CH3:55][CH2:56][OH:57].[H:53][H:54]>>[OH:11][C:12]1([CH2:51][CH3:52])[C:13](=[O:50])[O:14][CH2:15][c:16]2[c:17]1[cH:18][c:19]1[n:27]([c:28]2=[O:29])[CH2:26][c:25]2[c:20]-1[n:21][c:22]1[c:23]([c:24]2[CH2:30][CH2:31][Si:32]([CH2:33][CH2:34][CH2:35][O:36][C:37](=[O:38])[c:39]2[o:40][cH:41][cH:42][cH:43]2)([CH3:44])[CH3:45])[cH:46][cH:47][cH:48][cH:49]1.